From a dataset of the Open Reaction Database (ORD), a public repository of structured organic reaction records. describe an organic reaction: reactants, conditions, products, and yield Starting materials: Cl (hydrochloric acid), N (ammonia), [Si](C)(C)(C(C)(C)C)OCC=1NC=2N=CN=CC2N1 (2-t-butyl-dimethylsilyloxymethyl-3H-imidazo[5,4-d]pyrimidine), [H-].[Na+] (sodium hydride), CI (methyl iodide). Solvent: CN(C=O)C (dimethylformamide). The product is OCC=1N(C=2N=CN=CC2N1)C (2-Hydroxymethyl-3-methylimidazo[5,4-d]pyrimidine). Reaction SMILES: [Si]([O:8][CH2:9][C:10]1[NH:11][C:12]2[N:13]=[CH:14][N:15]=[CH:16][C:17]=2[N:18]=1)(C(C)(C)C)(C)C.[H-].[Na+].[CH3:21]I.Cl.N>CN(C)C=O>[OH:8][CH2:9][C:10]1[N:11]([CH3:21])[C:12]2[N:13]=[CH:14][N:15]=[CH:16][C:17]=2[N:18]=1 |f:1.2|. Procedure details: A procedure similar to that described in Preparation 15 was repeated, except that 1.89 g of 2-t-butyl-dimethylsilyloxymethyl-3H-imidazo[5,4-d]pyrimidine (prepared as described in Preparation 49), 0.37 g of sodium hydride (as a 55% by weight dispersion in mineral oil), 490 μl of methyl iodide and 30 ml of dimethylformamide were used. At the end of this time, the reaction mixture was freed from dimethylformamide by distillation under reduced pressure. The residue thus obtained was treated with 3N ... The reactants are S1C(=CC=C1)CC(=O)O (thiophen-2-yl-acetic acid), C=1C=CC2=C(C1)N=NN2O (HOBT), CCN(C(C)C)C(C)C (DIPEA), COC(C1=CC(=C(C=C1)NC(CC)CC)N)=O (3-amino-4-(1-ethyl-propylamino)-benzoic acid methyl ester), CCN(C(C)C)C(C)C (DIPEA). Solvent: CN(C)C=O (DMF), C(CCl)Cl (EDC), O (water). Reaction conditions: time 16 hour. Yields the product COC(C1=CC(=C(C=C1)NC(CC)CC)NC(CC=1SC=CC1)=O)=O (4-(1-ethyl-propylamino)-3-(2-thiophen-2-yl-acetylamino)-benzoic acid methyl ester). Isolated yield 77.2%. As a reaction SMILES: [S:1]1[CH:5]=[CH:4][CH:3]=[C:2]1[CH2:6][C:7]([OH:9])=O.C1C=CC2N(O)N=NC=2C=1.CCN(C(C)C)C(C)C.[CH3:29][O:30][C:31](=[O:45])[C:32]1[CH:37]=[CH:36][C:35]([NH:38][CH:39]([CH2:42][CH3:43])[CH2:40][CH3:41])=[C:34]([NH2:44])[CH:33]=1>CN(C=O)C.O.C(Cl)CCl>[CH3:29][O:30][C:31](=[O:45])[C:32]1[CH:37]=[CH:36][C:35]([NH:38][CH:39]([CH2:40][CH3:41])[CH2:42][CH3:43])=[C:34]([NH:44][C:7](=[O:9])[CH2:6][C:2]2[S:1][CH:5]=[CH:4][CH:3]=2)[CH:33]=1. Reported procedure: To a solution of 1.56 g of thiophen-2-yl-acetic acid in 25 ml of dry DMF 1.49 g of HOBT, 2.11 g of EDC and 2.6 ml of DIPEA were added at 0° C. After 30 min 2.36 g of 3-amino-4-(1-ethyl-propylamino)-benzoic acid methyl ester and 2.6 ml of DIPEA were added and the reaction was stirred at rt for 16 h. The reaction was then poured into water and extracted with ethyl acetate three times. The combined organic phases were washed with saturated aqueous sodium bicarbonate solution and brine, dried over m... Reactants: [Cl-].[Na+] (sodium chloride), S1C(=NC=C1)C(=O)[C@@H]1CN(CCC1)C(=O)OC(C)(C)C (tert-butyl (S)-3-(thiazole-2-carbonyl)-piperidine-1-carboxylate), C(C)(=O)O (acetic acid), C(C)(CC)[BH-](C(C)CC)C(C)CC.[Li+] (lithium tri-sec-butylborohydride). Solvent: C(C)(=O)OCC (ethyl acetate), O (Water), O1CCCC1 (tetrahydrofuran). Reaction conditions: time 60 minute. The product is OC([C@@H]1CN(CCC1)C(=O)OC(C)(C)C)C=1SC=CN1 (tert-butyl (S)-3-(hydroxythiazol-2-yl-methyl)piperidine-1-carboxylate). Yield: 99.1%. As a reaction SMILES: [S:1]1[CH:5]=[CH:4][N:3]=[C:2]1[C:6]([C@H:8]1[CH2:13][CH2:12][CH2:11][N:10]([C:14]([O:16][C:17]([CH3:20])([CH3:19])[CH3:18])=[O:15])[CH2:9]1)=[O:7].C([BH-](C(CC)C)C(CC)C)(CC)C.[Li+].C(O)(=O)C.[Cl-].[Na+]>O1CCCC1.C(OCC)(=O)C.O>[OH:7][CH:6]([C:2]1[S:1][CH:5]=[CH:4][N:3]=1)[C@H:8]1[CH2:13][CH2:12][CH2:11][N:10]([C:14]([O:16][C:17]([CH3:20])([CH3:18])[CH3:19])=[O:15])[CH2:9]1 |f:1.2,4.5|. Procedure: Under a nitrogen atmosphere, 0.5 g (1.69 mmol) of tert-butyl (S)-3-(thiazole-2-carbonyl)-piperidine-1-carboxylate were dissolved in 20 ml of tetrahydrofuran, and 3.374 ml (3.374 mmol) of lithium tri-sec-butylborohydride (1.0 M solution in tetrahydrofuran) were subsequently added dropwise at room temperature. After 60 minutes, 20 ml of acetic acid (10%) were added. Water, saturated sodium chloride solution and ethyl acetate were then added successively. The organic phase was separated off, the aq... Starting materials: C1CCOC1, Cc1ccccc1, CI, NC(=S)NC(N)=S. Product: I, C[SH]=C(N)NC(N)=S. As a reaction SMILES: [CH2:10]1[O:11][CH2:12][CH2:13][CH2:14]1.[CH3:15][c:16]1[cH:17][cH:18][cH:19][cH:20][cH:21]1.[I:8][CH3:9].[NH2:1][C:2](=[S:3])[NH:4][C:5](=[S:6])[NH2:7]>>[IH:8].[NH2:1][C:2](=[SH:3][CH3:9])[NH:4][C:5](=[S:6])[NH2:7]. As a reaction SMILES: [CH3:1][O:2][C:3](=[O:38])[NH:4][C@H:5]([C:9]([N:11]1[C@H:15]([C:16]2[NH:17][CH:18]=[C:19]([C:21]3[CH:26]=[CH:25][C:24](B4OC(C)(C)C(C)(C)O4)=[CH:23][CH:22]=3)[N:20]=2)[CH2:14][Si:13]([CH3:37])([CH3:36])[CH2:12]1)=[O:10])[CH:6]([CH3:8])[CH3:7].[C:39]([O:43][C:44]([N:46]1[CH2:51][CH2:50][N:49]([C:52]2[CH:57]=[CH:56][C:55]([C:58](=[O:73])[NH:59][C:60]3[CH:65]=[C:64]([O:66][C:67]([F:70])([F:69])[F:68])[C:63](Br)=[CH:62][C:61]=3[Cl:72])=[CH:54][N:53]=2)[C@H:48]([CH3:74])[CH2:47]1)=[O:45])([CH3:42])([CH3:41])[CH3:40].O.C(=O)([O-])[O-].[K+].[K+]>C1(C)C=CC=CC=1>[C:39]([O:43][C:44]([N:46]1[CH2:51][CH2:50][N:49]([C:52]2[CH:57]=[CH:56][C:55]([C:58](=[O:73])[NH:59][C:60]3[C:61]([Cl:72])=[CH:62][C:63]([C:24]4[CH:23]=[CH:22][C:21]([C:19]5[N:20]=[C:16]([C@H:15]6[N:11]([C:9](=[O:10])[C@@H:5]([NH:4][C:3]([O:2][CH3:1])=[O:38])[CH:6]([CH3:7])[CH3:8])[CH2:12][Si:13]([CH3:37])([CH3:36])[CH2:14]6)[NH:17][CH:18]=5)=[CH:26][CH:25]=4)=[C:64]([O:66][C:67]([F:70])([F:69])[F:68])[CH:65]=3)=[CH:54][N:53]=2)[C@H:48]([CH3:74])[CH2:47]1)=[O:45])([CH3:42])([CH3:40])[CH3:41] |f:3.4.5|. Isolated yield 25.8%. Reported procedure: To a solution of [[(5)-1-((R)-3,3-dimethyl-5-{4-[4-(4,4,5,5-tetramethyl-[1,3,2]dioxaborolan-2-yl)-phenyl]-1H-imidazol-2-yl}-[1,3]azasilolidine-1-carbonyl)-2-methyl-propyl]-carbamic acid methylester (51.6 mg, 0.096 mmol; Preparation 11) and (R)-4-[5-(4-bromo-2-chloro-5-trifluoromethoxy-phenylcarbamoyl)-pyridin-2-yl]-3-methyl-piperazine-1-carboxylic acid tert-butyl ester (56.7 mg, 0.096 mmol) dissolved in toluene (0.61 mL) and water (0.24 mL) was added potassium carbonate (66.0 mg, 0.48 mmol). The... The reactants are Pd(dppf)Cl2CH2Cl2, COC(N[C@@H](C(C)C)C(=O)N1C[Si](C[C@H]1C=1NC=C(N1)C1=CC=C(C=C1)B1OC(C(O1)(C)C)(C)C)(C)C)=O ([(5)-1-((R)-3,3-dimethyl-5-{4-[4-(4,4,5,5-tetramethyl-[1,3,2]dioxaborolan-2-yl)-phenyl]-1H-imidazol-2-yl}-[1,3]azasilolidine-1-carbonyl)-2-methyl-propyl]-carbamic acid methylester), C(C)(C)(C)OC(=O)N1C[C@H](N(CC1)C1=NC=C(C=C1)C(NC1=C(C=C(C(=C1)OC(F)(F)F)Br)Cl)=O)C ((R)-4-[5-(4-bromo-2-chloro-5-trifluoromethoxy-phenylcarbamoyl)-pyridin-2-yl]-3-methyl-piperazine-1-carboxylic acid tert-butyl ester), O (water), C([O-])([O-])=O.[K+].[K+] (potassium carbonate). The product is C(C)(C)(C)OC(=O)N1C[C@H](N(CC1)C1=NC=C(C=C1)C(NC1=CC(=C(C=C1Cl)C1=CC=C(C=C1)C=1N=C(NC1)[C@@H]1C[Si](CN1C([C@H](C(C)C)NC(=O)OC)=O)(C)C)OC(F)(F)F)=O)C ((R)-4-[5-(5-Chloro-4′-{2-[(R)-1-((S)-2-methoxycarbonylamino-3-methyl-butyryl)-3,3-dimethyl-[1,3]azasilolidin-5-yl]-1H-imidazol-4-yl}-2-trifluoromethoxy-biphenyl-4-ylcarbamoyl)-pyridin-2-yl]-3-methyl-piperazine-1-carboxylic acid tert-butyl ester). Reaction conditions: temperature 90 celsius. Run in C1(=CC=CC=C1)C (toluene). Reactants: N (ammonia), C(C)N1C(CCC1)CNC(=O)C=1SC(=C(C1OC)C)C ((±) N-[(1-ethyl-2-pyrrolidinyl)methyl]-3-methoxy-4,5-dimethylthiophene-2-carboxamide), C(\C=C\C(=O)[O-])(=O)[O-] (fumarate), [N+](=O)([O-])[O-].[Ce].[NH4+] (ammonium cerium nitrate). Solvent: ClCCl (dichloromethane), CO (methanol), S(O)(O)(=O)=O (sulphuric acid). Conditions: time 0.5 hour. Yields the product C(C)N1C(CCC1)CNC(=O)C=1SC(=C(C1OC)C)C=O ((±) N-[(1-Ethyl-2-pyrrolidinyl)methyl]-5-formyl-3-methoxy-4-methylthiophene-2-carboxamide). RXN SMILES: [CH2:1]([N:3]1[CH2:7][CH2:6][CH2:5][CH:4]1[CH2:8][NH:9][C:10]([C:12]1[S:13][C:14]([CH3:20])=[C:15]([CH3:19])[C:16]=1[O:17][CH3:18])=[O:11])[CH3:2].C([O-])(=O)/C=C/C([O-])=[O:25].[N+]([O-])([O-])=O.[Ce].[NH4+].N>S(=O)(=O)(O)O.ClCCl.CO>[CH2:1]([N:3]1[CH2:7][CH2:6][CH2:5][CH:4]1[CH2:8][NH:9][C:10]([C:12]1[S:13][C:14]([CH:20]=[O:25])=[C:15]([CH3:19])[C:16]=1[O:17][CH3:18])=[O:11])[CH3:2] |f:2.3.4|. Reported procedure: To a solution of (±) N-[(1-ethyl-2-pyrrolidinyl)methyl]-3-methoxy-4,5-dimethylthiophene-2-carboxamide, fumarate (3 g) in dilute sulphuric acid (100 ml concentrated sulphuric acid in 500 ml water) was added ammonium cerium nitrate (17.56 g) in one portion. After stirring at room temperature for 0.5 hours and then cooling to 0° C., 0.88 ammonia solution (235 ml) was added dropwise to give a neutral solution. This was extracted several times with dichloromethane, the organic extracts combined and w... The reactants are O=C([O-])[O-], CC(C)=O, CN(C)CCCl, Cl, [K+], [K+], O=[N+]([O-])c1cn[nH]c1. Product: CN(C)CCn1cc([N+](=O)[O-])cn1. Reaction SMILES: [C:8](=[O:9])([O-:10])[O-:11].[CH3:22][C:23](=[O:24])[CH3:25].[CH3:2][N:3]([CH2:4][CH2:5][Cl:6])[CH3:7].[ClH:1].[K+:12].[K+:13].[N+:14](=[O:15])([O-:16])[c:17]1[cH:18][n:19][nH:20][cH:21]1>>[CH3:2][N:3]([CH2:4][CH2:5][n:19]1[cH:18][c:17]([N+:14](=[O:15])[O-:16])[cH:21][n:20]1)[CH3:7].